From a dataset of the Open Reaction Database (ORD), a public repository of structured organic reaction records. describe an organic reaction: reactants, conditions, products, and yield Starting materials: ClCCl, O=[Cr](=O)([O-])O[Cr](=O)(=O)[O-], CN(CCCCO)C(=O)OC(C)(C)C, c1cc[nH+]cc1, c1cc[nH+]cc1. The product is CN(CCCC=O)C(=O)OC(C)(C)C. RXN SMILES: [Cl:36][CH2:37][Cl:38].[Cr:15]([O:16][Cr:17]([O-:18])(=[O:19])=[O:20])([O-:21])(=[O:22])=[O:23].[OH:1][CH2:2][CH2:3][CH2:4][CH2:5][N:6]([C:7]([O:8][C:9]([CH3:10])([CH3:11])[CH3:12])=[O:13])[CH3:14].[nH+:24]1[cH:25][cH:26][cH:27][cH:28][cH:29]1.[nH+:30]1[cH:31][cH:32][cH:33][cH:34][cH:35]1>>[O:1]=[CH:2][CH2:3][CH2:4][CH2:5][N:6]([C:7]([O:8][C:9]([CH3:10])([CH3:11])[CH3:12])=[O:13])[CH3:14]. The reactants are O=C(NCC1CC2CC2N1)c1cccc2c1OCCO2, Cc1nc(C(=O)O)c(-c2cccc(F)c2)s1. Yields the product Cc1nc(C(=O)N2C(CNC(=O)c3cccc4c3OCCO4)CC3CC32)c(-c2cccc(F)c2)s1. As a reaction SMILES: [CH:1]12[NH:2][CH:3]([CH2:7][NH:8][C:9](=[O:10])[c:11]3[cH:12][cH:13][cH:14][c:15]4[c:20]3[O:19][CH2:18][CH2:17][O:16]4)[CH2:4][CH:5]1[CH2:6]2.[F:21][c:22]1[cH:23][c:24](-[c:28]2[c:29]([C:34](=[O:35])[OH:36])[n:30][c:31]([CH3:33])[s:32]2)[cH:25][cH:26][cH:27]1>>[CH:1]12[N:2]([C:34]([c:29]3[c:28](-[c:24]4[cH:23][c:22]([F:21])[cH:27][cH:26][cH:25]4)[s:32][c:31]([CH3:33])[n:30]3)=[O:35])[CH:3]([CH2:7][NH:8][C:9](=[O:10])[c:11]3[cH:12][cH:13][cH:14][c:15]4[c:20]3[O:19][CH2:18][CH2:17][O:16]4)[CH2:4][CH:5]1[CH2:6]2. Reactants: C1(=CC=CC=C1)CC(CC1=CC=CC=C1)=O (1,3-diphenyl-2-propanone), [Cl-].O[NH3+] (hydroxylammonium chloride), C(C)O (ethanol), C([O-])([O-])=O.[Na+].[Na+] (sodium carbonate). The solvent is O (water), O (water). Run at time 16 hour. Yields the product C1(=CC=CC=C1)CC(CC1=CC=CC=C1)=NO (1,3-diphenyl-2-propanone oxime). Yield: 90.6%. As a reaction SMILES: [C:1]1([CH2:7][C:8](=O)[CH2:9][C:10]2[CH:15]=[CH:14][CH:13]=[CH:12][CH:11]=2)[CH:6]=[CH:5][CH:4]=[CH:3][CH:2]=1.[Cl-].[OH:18][NH3+:19].C(O)C.C(=O)([O-])[O-].[Na+].[Na+]>O>[C:1]1([CH2:7][C:8](=[N:19][OH:18])[CH2:9][C:10]2[CH:15]=[CH:14][CH:13]=[CH:12][CH:11]=2)[CH:6]=[CH:5][CH:4]=[CH:3][CH:2]=1 |f:1.2,4.5.6|. Procedure details: To a solution of 1,3-diphenyl-2-propanone (5.0 g, 24 mmol) and hydroxylammonium chloride (3.3 g, 48 mmol) in a mixture of absolute ethanol (30 ml) and water (10 ml) was carefully added a solution of sodium carbonate (13.2 g, 96 mmol) in water (30 ml). The resulting mixture was stirred at room temperature for 16 h. The precipitated compound was collected and washed with water (3×15 ml) and dried to give 4.9 g of 1,3-diphenyl-2-propanone oxime. Procedure: The title compound was prepared in analogy to example 85, intermediate a, from {3-[methyl-(4-o-tolyl-pyridin-3-yl)-carbamoyl]-5-trifluoromethyl-phenyl}-carbamic acid tert-butyl ester and using a gradient of n-heptane:EtOAc (100:0 to 0:100) for the chromatographic purification. Colorless solid (94%). MS (ESI): m/z=386.147 [M+H]+. Run in CCCCCCC.CCOC(=O)C (n-heptane EtOAc). RXN SMILES: C(OC(=O)[NH:7][C:8]1[CH:13]=[C:12]([C:14]([F:17])([F:16])[F:15])[CH:11]=[C:10]([C:18](=[O:34])[N:19]([CH3:33])[C:20]2[CH:21]=[N:22][CH:23]=[CH:24][C:25]=2[C:26]2[CH:31]=[CH:30][CH:29]=[CH:28][C:27]=2[CH3:32])[CH:9]=1)(C)(C)C>CCCCCCC.CCOC(C)=O>[NH2:7][C:8]1[CH:9]=[C:10]([CH:11]=[C:12]([C:14]([F:17])([F:15])[F:16])[CH:13]=1)[C:18]([N:19]([CH3:33])[C:20]1[CH:21]=[N:22][CH:23]=[CH:24][C:25]=1[C:26]1[CH:31]=[CH:30][CH:29]=[CH:28][C:27]=1[CH3:32])=[O:34] |f:1.2|. The reactants are C(C)(C)(C)OC(NC1=CC(=CC(=C1)C(F)(F)F)C(N(C=1C=NC=CC1C1=C(C=CC=C1)C)C)=O)=O ({3-[methyl-(4-o-tolyl-pyridin-3-yl)-carbamoyl]-5-trifluoromethyl-phenyl}-carbamic acid tert-butyl ester). Product: NC=1C=C(C(=O)N(C=2C=NC=CC2C2=C(C=CC=C2)C)C)C=C(C1)C(F)(F)F (3-Amino-N-methyl-N-(4-o-tolyl-pyridin-3-yl)-5-trifluoromethyl-benzamide). Starting materials: CC(C(=O)NC1=C(C(=O)OC)C(=CC=C1)O)(C)C (methyl 2-(2,2-dimethylpropionylamino)-6-hydroxybenzoate), CC(C(=O)NC1=C(C(=O)OC)C(=CC=C1)O)(C)C (methyl 2-(2,2-dimethylpropionylamino)-6-hydroxybenzoate), C(C#C)Br (propargyl bromide), C([O-])([O-])=O.[K+].[K+] (potassium carbonate). Run in CC(=O)C (acetone). Product: CC(C(=O)NC1=C(C(=O)OC)C(=CC=C1)OCC#C)(C)C (methyl 2-(2,2-dimethylpropionylamino)-6-(prop-2-ynyloxy)benzoate). Reaction SMILES: [CH3:1][C:2]([CH3:18])([CH3:17])[C:3]([NH:5][C:6]1[CH:15]=[CH:14][CH:13]=[C:12]([OH:16])[C:7]=1[C:8]([O:10][CH3:11])=[O:9])=[O:4].[CH2:19](Br)[C:20]#[CH:21].C(=O)([O-])[O-].[K+].[K+]>CC(C)=O>[CH3:1][C:2]([CH3:18])([CH3:17])[C:3]([NH:5][C:6]1[CH:15]=[CH:14][CH:13]=[C:12]([O:16][CH2:21][C:20]#[CH:19])[C:7]=1[C:8]([O:10][CH3:11])=[O:9])=[O:4] |f:2.3.4|. Reported procedure: A mixture of methyl 2-(2,2-dimethylpropionylamino)-6-hydroxybenzoate (Intermediate 47, 4.57 g), propargyl bromide (80% solution in toluene, 2.03 mL) and potassium carbonate (3.74 g) in acetone (35 mL) was heated at reflux for 8 hours. After cooling, the mixture was filtered and the filtrate was concentrated in vacuo. The residue was purified by chromatography on silica, eluting with a mixture of ethyl acetate and cyclohexane, with a gradient of 5-20% to give methyl 2-(2,2-dimethylpropionylamino)... Reactants: [Al+3], [Cl-], [Cl-], [Cl-], O=C(Cl)CCl, CC(Cl)Cl, Cl, O=C(N1CCc2ccccc2CC1)C(F)(F)F. Yields the product O=C(CCl)c1ccc2c(c1)CCN(C(=O)C(F)(F)F)CC2. Reaction SMILES: [Al+3:7].[Cl-:6].[Cl-:8].[Cl-:9].[Cl:1][CH2:2][C:3](=[O:4])[Cl:5].[Cl:28][CH:29]([Cl:30])[CH3:31].[ClH:27].[F:10][C:11]([C:12](=[O:13])[N:14]1[CH2:15][CH2:16][c:17]2[c:18]([cH:21][cH:22][cH:23][cH:24]2)[CH2:19][CH2:20]1)([F:25])[F:26]>>[Cl:1][CH2:2][C:3](=[O:4])[c:23]1[cH:22][cH:21][c:18]2[c:17]([cH:24]1)[CH2:16][CH2:15][N:14]([C:12]([C:11]([F:10])([F:25])[F:26])=[O:13])[CH2:20][CH2:19]2.